This data is from the Open Reaction Database (ORD), a public repository of structured organic reaction records. The task is: describe an organic reaction: reactants, conditions, products, and yield Reactants: N([C@@H](CC1=CC=C(C=C1)OCC1=CC=CC=C1)C(=O)N[C@H](C)C(=O)N)C(=O)OCC1=CC=CC=C1 (Z-Tyr(OBzl)-D-Ala-NH2). The reagents and catalysts are [Pd] (Pd), C(C)(=O)O (acetic acid). Run in CO (methanol). The product is N[C@@H](CC1=CC=C(C=C1)O)C(=O)N[C@H](C)C(=O)N (H-Tyr-D-Ala-NH2). As a reaction SMILES: [NH:1](C(OCC1C=CC=CC=1)=O)[C@H:2]([C:18]([NH:20][C@@H:21]([C:23]([NH2:25])=[O:24])[CH3:22])=[O:19])[CH2:3][C:4]1[CH:9]=[CH:8][C:7]([O:10]CC2C=CC=CC=2)=[CH:6][CH:5]=1>CO.C(O)(=O)C.[Pd]>[NH2:1][C@H:2]([C:18]([NH:20][C@@H:21]([C:23]([NH2:25])=[O:24])[CH3:22])=[O:19])[CH2:3][C:4]1[CH:5]=[CH:6][C:7]([OH:10])=[CH:8][CH:9]=1. Reported procedure: 1 G. of the product of Example 2 was hydrogenated in methanol at TR and 1 atmosphere with 600 mg. of 10% Pd. on carbon catalyst with a few drops of glacial acetic acid for 20 hours at TR. The catalyst was removed by filtration and the methanol evaporated to dryness in vacuo. The product was lyophyllized from water to yield 500 mg. of title compound. As a reaction SMILES: [C:41](=[O:42])([O-:43])[O-:44].[CH3:104][CH2:105][OH:106].[CH3:107][c:108]1[cH:109][cH:110][cH:111][cH:112][cH:113]1.[CH3:18][B:19]([OH:20])[OH:21].[CH:50](=[CH:51][C:52]([CH:53]=[CH:54][c:55]1[cH:56][cH:57][cH:58][cH:59][cH:60]1)=[O:61])[c:62]1[cH:63][cH:64][cH:65][cH:66][cH:67]1.[CH:68](=[CH:69][C:70]([CH:71]=[CH:72][c:73]1[cH:74][cH:75][cH:76][cH:77][cH:78]1)=[O:79])[c:80]1[cH:81][cH:82][cH:83][cH:84][cH:85]1.[CH:86](=[CH:87][C:88]([CH:89]=[CH:90][c:91]1[cH:92][cH:93][cH:94][cH:95][cH:96]1)=[O:97])[c:98]1[cH:99][cH:100][cH:101][cH:102][cH:103]1.[Cl:1][c:2]1[c:3]2[n:11][c:10](-[c:12]3[cH:13][cH:14][cH:15][cH:16][cH:17]3)[cH:9][c:4]-2[nH:5][c:6]([CH3:8])[n:7]1.[Na+:45].[Na+:46].[OH2:47].[Pd:48].[Pd:49].[c:22]1([P:23]([c:24]2[cH:25][cH:26][cH:27][cH:28][cH:29]2)[c:30]2[cH:31][cH:32][cH:33][cH:34][cH:35]2)[cH:36][cH:37][cH:38][cH:39][cH:40]1>>[c:2]1([CH3:18])[c:3]2[n:11][c:10](-[c:12]3[cH:13][cH:14][cH:15][cH:16][cH:17]3)[cH:9][c:4]-2[nH:5][c:6]([CH3:8])[n:7]1. The product is Cc1nc(C)c2nc(-c3ccccc3)cc-2[nH]1. Reactants: O=C([O-])[O-], CCO, Cc1ccccc1, CB(O)O, O=C(C=Cc1ccccc1)C=Cc1ccccc1, O=C(C=Cc1ccccc1)C=Cc1ccccc1, O=C(C=Cc1ccccc1)C=Cc1ccccc1, Cc1nc(Cl)c2nc(-c3ccccc3)cc-2[nH]1, [Na+], [Na+], O, [Pd], [Pd], c1ccc(P(c2ccccc2)c2ccccc2)cc1. Reactants: FC1=CC=C(C=C1)N1N=CC2=CC(=CC=C12)C(C(C(=O)O)C1=CC=CC=C1)C1=CC=CC=C1 (3-(1-(4-Fluorophenyl)-1H-indazol-5-yl)-2,3-diphenylpropanoic acid), acid fluoride, FC1=CC=C(C=C1)N1N=CC2=CC(=CC=C12)C(C(CN)(C)C)C1=CC=CC=C1 (3-(1-(4-fluorophenyl)-1H-indazol-5-yl)-2,2-dimethyl-3-phenylpropan-1-amine). Conditions: temperature -78 celsius, time 1 hour. Product: FC1=CC=C(C=C1)N1N=CC2=CC(=CC=C12)C(C(C(=O)N)C1=CC=CC=C1)C1=CC=CC=C1 (3-(1-(4-fluorophenyl)-1H-indazol-5-yl)-2,3-diphenylpropan-amide). RXN SMILES: [F:1][C:2]1[CH:7]=[CH:6][C:5]([N:8]2[C:16]3[C:11](=[CH:12][C:13]([CH:17]([C:28]4[CH:33]=[CH:32][CH:31]=[CH:30][CH:29]=4)[CH:18]([C:22]4[CH:27]=[CH:26][CH:25]=[CH:24][CH:23]=4)[C:19](O)=[O:20])=[CH:14][CH:15]=3)[CH:10]=[N:9]2)=[CH:4][CH:3]=1.FC1C=CC([N:41]2C3C(=CC(C(C4C=CC=CC=4)C(C)(C)CN)=CC=3)C=N2)=CC=1>>[F:1][C:2]1[CH:3]=[CH:4][C:5]([N:8]2[C:16]3[C:11](=[CH:12][C:13]([CH:17]([C:28]4[CH:29]=[CH:30][CH:31]=[CH:32][CH:33]=4)[CH:18]([C:22]4[CH:23]=[CH:24][CH:25]=[CH:26][CH:27]=4)[C:19]([NH2:41])=[O:20])=[CH:14][CH:15]=3)[CH:10]=[N:9]2)=[CH:6][CH:7]=1. Procedure details: (c)(d) 3-(1-(4-Fluorophenyl)-1H-indazol-5-yl)-2,3-diphenylpropanoic acid (80, mg, 0.154 mmol) was converted into the acid fluoride using the identical procedure to that for Synthetic Intermediate I above. A solution of 3-(1-(4-fluorophenyl)-1H-indazol-5-yl)-2,3-diphenylpropanoyl fluoride in anhydrous THF (5 mL) at −78° C. was bubbled NH3 (g) for 10 minutes. The reaction mixture was sealed and stirred at −78° C. for 15 min and at rt for 1 hr. Water (100 mL) was added, the reaction mixture was ext... Starting materials: C(C)(=O)NC(=S)N (N-acetylthiourea), Br (HBr), FC1=C(C=C(C=C1)C1=C(N=C(S1)NC(C)=O)C)OC (N-[5-(4-Fluoro-3-methoxy-phenyl)-4-methyl-thiazol-2-yl]-acetamide), NC(=S)N (thiourea), BrC(C(C)=O)C1=CC(=C(C=C1)Cl)S(=O)(=O)N1CCN(CC1)C (1-bromo-1-[4-chloro-3-(4-methyl-piperazine-1-sulfonyl)-phenyl]-propan-2-one). Product: ClC1=C(C=C(C=C1)C1=C(N=C(S1)N)C)S(=O)(=O)N1CCN(CC1)C (5-[4-Chloro-3-(4-methyl-piperazine-1-sulfonyl)-phenyl]-4-methyl-thiazol-2-ylamine). RXN SMILES: Br.FC1C=CC(C2[S:13][C:12]([NH:14]C(=O)C)=[N:11]C=2C)=CC=1OC.Br[CH:22]([C:26]1[CH:31]=[CH:30][C:29]([Cl:32])=[C:28]([S:33]([N:36]2[CH2:41][CH2:40][N:39]([CH3:42])[CH2:38][CH2:37]2)(=[O:35])=[O:34])[CH:27]=1)[C:23](=O)[CH3:24].C(NC(N)=S)(=O)C.NC(N)=S>>[Cl:32][C:29]1[CH:30]=[CH:31][C:26]([C:22]2[S:13][C:12]([NH2:14])=[N:11][C:23]=2[CH3:24])=[CH:27][C:28]=1[S:33]([N:36]1[CH2:41][CH2:40][N:39]([CH3:42])[CH2:38][CH2:37]1)(=[O:35])=[O:34]. Reported procedure: The title compound is prepared as an HBr salt by the same procedure as N-[5-(4-fluoro-3-methoxy-phenyl)-4-methyl-thiazol-2-yl]-acetamide (161c) by replacing 1-bromo-1-(4-fluoro-3-methoxy-phenyl)-propan-2-one (161b) with 1-bromo-1-[4-chloro-3-(4-methyl-piperazine-1-sulfonyl)-phenyl]-propan-2-one (171c) and N-acetylthiourea with thiourea. The reactants are OCC=1N(C=C(N1)C(=O)OC)COCC[Si](C)(C)C (methyl 2-(hydroxymethyl)-1-((2-(tri-methylsilyl)-ethoxy)methyl)-1H-imidazole-4-carboxylate), N1C=NC=C1 (imidazole), CC(C)(C)[Si](C)(C)Cl (TBDMSCl). Reagents/catalysts: CN(C)C=1C=CN=CC1 (DMAP). Run in CN(C)C=O (DMF). Run at time 12 hour. Product: [Si](C)(C)(C(C)(C)C)OCC=1N(C=C(N1)C(=O)OC)COCC[Si](C)(C)C (Methyl 2-((tert-butyldimethylsilyloxy)methyl)-1-((2-(trimethylsilyl)ethoxy)methyl)-1H-imidazole-4-carboxylate). As a reaction SMILES: [OH:1][CH2:2][C:3]1[N:4]([CH2:12][O:13][CH2:14][CH2:15][Si:16]([CH3:19])([CH3:18])[CH3:17])[CH:5]=[C:6]([C:8]([O:10][CH3:11])=[O:9])[N:7]=1.N1C=CN=C1.[CH3:25][C:26]([Si:29](Cl)([CH3:31])[CH3:30])([CH3:28])[CH3:27]>CN(C=O)C.CN(C1C=CN=CC=1)C>[Si:29]([O:1][CH2:2][C:3]1[N:4]([CH2:12][O:13][CH2:14][CH2:15][Si:16]([CH3:18])([CH3:17])[CH3:19])[CH:5]=[C:6]([C:8]([O:10][CH3:11])=[O:9])[N:7]=1)([C:26]([CH3:28])([CH3:27])[CH3:25])([CH3:31])[CH3:30]. Procedure details: Into a flask containing a solution of methyl 2-(hydroxymethyl)-1-((2-(tri-methylsilyl)-ethoxy)methyl)-1H-imidazole-4-carboxylate (1 g, 3.49 mmol) in DMF (25 ml), imidazole (0.490 g, 6.91 mmol), catalytic DMAP and TBDMSCl (0.790 g, 5.27 mmol) were added. The resulting mixture was stirred at RT for 12 h. The reaction mixture was quenched with saturated aqueous solution of NaHCO3 and extracted with EtOAc. The organic layer was concentrated and purified by flash column chromatography. Yield 800 mg. ... The reactants are [H][H] (hydrogen), OCCCC=CC1=CC=C(C=C1)C1=NC=C(C=N1)OCC (2-[4-(5-hydroxy-1-pentenyl)phenyl]-5-(ethoxy)pyrimidine), C (charcoal). The reagents and catalysts are [Pd] (palladium). Run in C(C)(=O)OCC (ethyl acetate). The product is OCCCCCC1=CC=C(C=C1)C1=NC=C(C=N1)OCC (2-[4-(5-hydroxy-1-pentyl)phenyl]-5-(ethoxy)pyrimidine). Yield: 70.3%. RXN SMILES: [OH:1][CH2:2][CH2:3][CH2:4][CH:5]=[CH:6][C:7]1[CH:12]=[CH:11][C:10]([C:13]2[N:18]=[CH:17][C:16]([O:19][CH2:20][CH3:21])=[CH:15][N:14]=2)=[CH:9][CH:8]=1.C.[H][H]>[Pd].C(OCC)(=O)C>[OH:1][CH2:2][CH2:3][CH2:4][CH2:5][CH2:6][C:7]1[CH:8]=[CH:9][C:10]([C:13]2[N:18]=[CH:17][C:16]([O:19][CH2:20][CH3:21])=[CH:15][N:14]=2)=[CH:11][CH:12]=1. Procedure details: A mixture of 12 g of 2-[4-(5-hydroxy-1-pentenyl)phenyl]-5-(ethoxy)pyrimidine, 2 g of palladium on active charcoal (10 w/w %) and 150 ml of ethyl acetate was hydrogenated at normal pressure and room temperature until one molar equivalent of hydrogen had been taken up. The inorganic material was filtered off and the filtrate was concentrated. The residue was purified by chromatography on silica gel with hexane/ethyl acetate (vol. 8:2). Recrystallization from ethyl alcohol gave 8.5 g of pure 2-[4-(... The reactants are solid, C(C)OC(C(OCC)=C1NC(NC1=O)=O)=O ((2,5-dioxo-imidazolidin-4-ylidene)-ethoxy-acetic acid ethyl ester), [OH-].[K+] (KOH), Cl (HCl). Reaction conditions: temperature 0 celsius. Yields the product C(C)OC=1C(=NC(=NC1O)O)C(=O)O (5-Ethoxy-2,6-dihydroxy-pyrimidine-4-carboxylic acid). As a reaction SMILES: C(O[C:4](=[O:16])[C:5](=[C:9]1[C:13](=[O:14])[NH:12][C:11](=[O:15])[NH:10]1)[O:6][CH2:7][CH3:8])C.[OH-:17].[K+].Cl>>[CH2:7]([O:6][C:5]1[C:9]([C:13]([OH:17])=[O:14])=[N:10][C:11]([OH:15])=[N:12][C:4]=1[OH:16])[CH3:8] |f:1.2|. Procedure details: (2,5-dioxo-imidazolidin-4-ylidene)-ethoxy-acetic acid ethyl ester (16.02 g, 1 eq.) was dissolved in aq. 1 N KOH (281 ml, 4 eq.) and refluxed for 3.5 hrs. The mixture was cooled to 0° C. and carefully acidified with conc. HCl. After overnight cooling (4° C.), it led to the formation of white precipitate. The mixture was filtered and the precipitate was dried in vacuo. The product obtained was a white solid (7.76 g, 55%). The reagents and catalysts are CO (methanol). Solvent: C(C)(=O)O (acetic acid), C(C)(=O)O (acetic acid). Conditions: time 3 hour. Starting materials: FC1=CC=C(C=C1)C(CCCN1CCC(=CC1)C1=CC(=NO1)C)O (3,6-dihydro-α-(p-fluorophenyl)- 4-(3-methyl-5-isoxazolyl)-1(2H)-pyridine butanol), [Cr](=O)(=O)(O)O (chromic acid), O (Water), C([O-])(O)=O.[Na+] (sodium bicarbonate). Procedure: A 1.65 g. portion of 3,6-dihydro-α-(p-fluorophenyl)- 4-(3-methyl-5-isoxazolyl)-1(2H)-pyridine butanol, prepared as described in Example 10, in 35 ml. of acetic acid is stirred at room temperature. A 30 ml. portion of chromic acid in acetic acid (prepared by dissolving 1.1 gm. of chromium oxide in 50 ml. of acetic acid and 10 ml. of water) is added dropwise and the mixture is stirred for 3 hours and then allowed to stand overnight. A few drops of methanol are added and sufficient solid sodium bic... Reaction SMILES: [F:1][C:2]1[CH:7]=[CH:6][C:5]([CH:8]([OH:24])[CH2:9][CH2:10][CH2:11][N:12]2[CH2:17][CH:16]=[C:15]([C:18]3[O:22][N:21]=[C:20]([CH3:23])[CH:19]=3)[CH2:14][CH2:13]2)=[CH:4][CH:3]=1.[Cr](O)(O)(=O)=O.C(=O)(O)[O-].[Na+].O>C(O)(=O)C.CO>[CH3:23][C:20]1[CH:19]=[C:18]([C:15]2[CH2:16][CH2:17][N:12]([CH2:11][CH2:10][CH2:9][C:8]([C:5]3[CH:6]=[CH:7][C:2]([F:1])=[CH:3][CH:4]=3)=[O:24])[CH2:13][CH:14]=2)[O:22][N:21]=1 |f:2.3|. The product is CC1=NOC(=C1)C=1CCN(CC1)CCCC(=O)C1=CC=C(C=C1)F (4-[3,6-Dihydro-4-(3-methyl-5-isoxazolyl)-1(2H)-pyridyl] -4'-fluoro-butyrophenone).